This data is from the Open Reaction Database (ORD), a public repository of structured organic reaction records. The task is: describe an organic reaction: reactants, conditions, products, and yield Starting materials: C(C1=CC=CC=C1)[C@@H]([C@H](C(OC1CCCC1)NS(=O)(=O)C1=CC=C(C=C1)OC)O)NC(OC1COCC1)=O (tetrahydro-3-furanyl N-((1S,2R)-1-benzyl-3-(cyclopentyloxy)[(4-methoxyphenyl)sulfonyl]amino-2-hydroxypropyl)carbamate), 2,5-dioxo-1-pyrrolidinyl[(3S)tetrahydro-3-furanyl]carbonate, N[C@H]([C@@H](CN(S(=O)(=O)C1=CC=C(C=C1)OC)OC1CCCC1)O)CC1=CC=CC=C1 (N1-[(2R,3S)-3-amino-2-hydroxy-4-phenylbutyl]-N1-(cyclopentyloxy)-4-methoxy-1-benzenesulfonamide), FC(C(=O)O)(F)F (trifluoracetic acid), C(C)(C)N(C(C)C)CC (N,N-diisopropylethylamine). Reaction conditions: time 18 hour. Product: C(C1=CC=CC=C1)[C@@H]([C@H](C(OC1CCCC1)NS(=O)(=O)C1=CC=C(C=C1)OC)O)NC(O[C@@H]1COCC1)=O ((3S)tetrahydro-3-furanyl N-((1S,2R)-1-benzyl-3-(cyclopentyloxy)[(4-methoxyphenyl)sulfonyl]amino-2-hydroxypropyl)carbamate). The yield is 87.0%. As a reaction SMILES: [CH2:1]([C@H:8]([NH:30][C:31](=[O:38])[O:32][CH:33]1[CH2:37][CH2:36][O:35][CH2:34]1)[C@@H:9]([OH:29])[CH:10]([NH:17][S:18]([C:21]1[CH:26]=[CH:25][C:24]([O:27][CH3:28])=[CH:23][CH:22]=1)(=[O:20])=[O:19])[O:11][CH:12]1[CH2:16][CH2:15][CH2:14][CH2:13]1)[C:2]1[CH:7]=[CH:6][CH:5]=[CH:4][CH:3]=1.N[C@@H](CC1C=CC=CC=1)[C@H](O)CN(OC1CCCC1)S(C1C=CC(OC)=CC=1)(=O)=O.FC(F)(F)C(O)=O.C(N(CC)C(C)C)(C)C>>[CH2:1]([C@H:8]([NH:30][C:31](=[O:38])[O:32][C@H:33]1[CH2:37][CH2:36][O:35][CH2:34]1)[C@@H:9]([OH:29])[CH:10]([NH:17][S:18]([C:21]1[CH:22]=[CH:23][C:24]([O:27][CH3:28])=[CH:25][CH:26]=1)(=[O:20])=[O:19])[O:11][CH:12]1[CH2:13][CH2:14][CH2:15][CH2:16]1)[C:2]1[CH:3]=[CH:4][CH:5]=[CH:6][CH:7]=1. Procedure: tetrahydro-3-furanyl N-((1S,2R)-1-benzyl-3-(cyclopentyloxy)[(4-methoxyphenyl)sulfonyl]amino-2-hydroxypropyl)carbamate. A mixture of 2,5-dioxo-1-pyrrolidinyl[(3S)tetrahydro-3-furanyl]carbonate (13.8 mg, 0.0602 mmol, WO94/05639), N1-[(2R,3S)-3-amino-2-hydroxy-4-phenylbutyl]-N1-(cyclopentyloxy)-4-methoxy-1-benzenesulfonamide×trifluoracetic acid (Step 1, Example 48), (30 mg, 0.0547 mmol), and N,N-diisopropylethylamine (23.8 μL, 0.137 mmol) were combined at ambient temperature under an Argon atmosphe... Starting materials: [H][H] (Hydrogen), ClC1=CC(=C(C=C1OCC(=O)OCCCCC)[N+](=O)[O-])F (4-chloro-2-fluoro-5-(pentyloxycarbonylmethyloxy)nitrobenzene). The reagents and catalysts are [C].[Pd] (palladium-carbon). The solvent is C1(=CC=CC=C1)C (toluene). Conditions: time 1 hour. Product: ClC1=CC(=C(N)C=C1OCC(=O)OCCCCC)F (4-chloro-2-fluoro-5-(pentyloxycarbonylmethyloxy)aniline). Yield: 62.1%. RXN SMILES: [H][H].[Cl:3][C:4]1[C:9]([O:10][CH2:11][C:12]([O:14][CH2:15][CH2:16][CH2:17][CH2:18][CH3:19])=[O:13])=[CH:8][C:7]([N+:20]([O-])=O)=[C:6]([F:23])[CH:5]=1>[C].[Pd].C1(C)C=CC=CC=1>[Cl:3][C:4]1[C:9]([O:10][CH2:11][C:12]([O:14][CH2:15][CH2:16][CH2:17][CH2:18][CH3:19])=[O:13])=[CH:8][C:7]([NH2:20])=[C:6]([F:23])[CH:5]=1 |f:2.3|. Procedure: Hydrogen gas (1.3 liters) was introduced into a mixture of the compound (III) (6.4 g), 5% palladium-carbon (0.32 g) and toluene (64 g) at room temperature while stirring in 1 hour. After removal of the catalyst from the reaction mixture, the solvent was removed under reduced pressure, and the residue was purified by silica gel column chromatography to give 4-chloro-2-fluoro-5-(pentyloxycarbonylmethyloxy)aniline (3.6 g). Starting materials: ClC1=CC=C(C(=N1)NC)[N+](=O)[O-] (6-Chloro-N-methyl-3-nitropyridin-2-amine), O.O.[Sn](Cl)Cl (tin(II) chloride dihydrate), [OH-].[Na+].C(C)(=O)OCC (NaOH ethyl acetate). Solvent: Cl (HCl). Yields the product ClC1=CC=C(C(=N1)NC)N (6-Chloro-N2-methylpyridine-2,3-diamine). As a reaction SMILES: [Cl:1][C:2]1[N:7]=[C:6]([NH:8][CH3:9])[C:5]([N+:10]([O-])=O)=[CH:4][CH:3]=1.O.O.[Sn](Cl)Cl.[OH-].[Na+].C(OCC)(=O)C>Cl>[Cl:1][C:2]1[N:7]=[C:6]([NH:8][CH3:9])[C:5]([NH2:10])=[CH:4][CH:3]=1 |f:1.2.3,4.5.6|. Procedure details: 6-Chloro-N-methyl-3-nitropyridin-2-amine (28-1, 10.5 g, 56 mmol) and tin(II) chloride dihydrate (50.5 g, 224 mmol) were suspended in concentrated HCl (80 mL) and refluxed overnight. The solution was cooled to room temperature and then added very slowly to a NaOH/ethyl acetate solution at −78° C., until the solution had a slightly basic pH. The suspension was washed with sodium bicarbonate, brine, dried over sodium sulfate, filtered, and concentrated to produce 6-chloro-N2-methylpyridine-2,3-diam... The reactants are ClC(C(=O)Cl)Cl (Dichloroacetyl chloride), ON=C(C(=O)O)C=1C=NSC1 (2-hydroxyimino-2-(isothiazol-4-yl)acetic acid). Run in C(Cl)Cl (methylene chloride). Product: ClC(C(=O)ON=C(C(=O)O)C=1C=NSC1)Cl (2-dichloroacetoxyimino-2-(isothiazol-4-yl)acetic acid). The yield is 48.7%. As a reaction SMILES: [Cl:1][CH:2]([Cl:6])[C:3](Cl)=[O:4].[OH:7][N:8]=[C:9]([C:13]1[CH:14]=[N:15][S:16][CH:17]=1)[C:10]([OH:12])=[O:11]>C(Cl)Cl>[Cl:1][CH:2]([Cl:6])[C:3]([O:7][N:8]=[C:9]([C:13]1[CH:14]=[N:15][S:16][CH:17]=1)[C:10]([OH:12])=[O:11])=[O:4]. Reported procedure: Dichloroacetyl chloride (3.58 g.) was added with stirring and ice-cooling to a suspension of 2-hydroxyimino-2-(isothiazol-4-yl)acetic acid (syn isomer) (1.50 g.) in dry methylene chloride (40 ml.), and the mixture was stirred for 2 hours at the same temperature. The reaction mixture was concentrated to the volume of 10 ml. Petroleum ether (50 ml.) was added to the residue and the mixture was cooled in dry ice-acetone bath. Precipitates were collected by filtration and washed with petroleum ether... Starting materials: CCc1sc(C(C)=O)cc1-c1ccccc1C, Cc1cc(C=O)cc(C)c1O, CCO, CC(C)O, Cl, O. Yields the product CCc1sc(C(=O)CCc2cc(C)c(O)c(C)c2)cc1-c1ccccc1C. As a reaction SMILES: [CH2:1]([CH3:2])[c:3]1[c:4](-[c:11]2[c:12]([CH3:17])[cH:13][cH:14][cH:15][cH:16]2)[cH:5][c:6]([C:8]([CH3:9])=[O:10])[s:7]1.[CH3:18][c:19]1[cH:20][c:21]([CH:22]=[O:23])[cH:24][c:25]([CH3:28])[c:26]1[OH:27].[CH3:29][CH2:30][OH:31].[CH:33]([OH:34])([CH3:35])[CH3:36].[ClH:32].[OH2:37]>>[CH2:1]([CH3:2])[c:3]1[c:4](-[c:11]2[c:12]([CH3:17])[cH:13][cH:14][cH:15][cH:16]2)[cH:5][c:6]([C:8]([CH2:9][CH2:22][c:21]2[cH:20][c:19]([CH3:18])[c:26]([OH:27])[c:25]([CH3:28])[cH:24]2)=[O:10])[s:7]1.